From a dataset of the Open Reaction Database (ORD), a public repository of structured organic reaction records. describe an organic reaction: reactants, conditions, products, and yield The reactants are Br, CCCc1cc(N)ncc1Br, Br, O=N[O-], [Na+], [Na+], [OH-], O. The product is CCCc1cc(Br)ncc1Br. Reaction SMILES: [Br:13].[Br:1][c:2]1[c:3]([CH2:9][CH2:10][CH3:11])[cH:4][c:5]([NH2:8])[n:6][cH:7]1.[BrH:12].[N:14]([O-:15])=[O:16].[Na+:17].[Na+:19].[OH-:18].[OH2:20]>>[Br:1][c:2]1[c:3]([CH2:9][CH2:10][CH3:11])[cH:4][c:5]([Br:12])[n:6][cH:7]1. Starting materials: BrC1=C(SC=C1)C(=O)C1=CC=C(C=C1)OC ((3-bromothien-2-yl) (4-methoxyphenyl)methanone), O.NN (hydrazine hydrate). The solvent is C(CO)O (ethylene glycol), ice water. Run at time 2 hour. The product is BrC1=C(SC=C1)C(=NN)C1=CC=C(C=C1)OC ((3-Bromothien-2-yl) (4-methoxyphenyl)methanone hydrazone). Reaction SMILES: [Br:1][C:2]1[CH:6]=[CH:5][S:4][C:3]=1[C:7]([C:9]1[CH:14]=[CH:13][C:12]([O:15][CH3:16])=[CH:11][CH:10]=1)=O.O.[NH2:18][NH2:19]>C(O)CO>[Br:1][C:2]1[CH:6]=[CH:5][S:4][C:3]=1[C:7]([C:9]1[CH:14]=[CH:13][C:12]([O:15][CH3:16])=[CH:11][CH:10]=1)=[N:18][NH2:19] |f:1.2|. Procedure details: A mixture prepared form 18 g of (3-bromothien-2-yl) (4-methoxyphenyl)methanone, 12 ml of hydrazine hydrate (99%) and 120 ml of ethylene glycol was stirred at 120° for 2 hours. Thereafter, the mixture was cooled and diluted with 1000 g of ice water and quickly extracted with ether (3×500 ml). The combined ether solution was washed four times with water to remove unreacted hydrazine and dried over anhydrous magnesium sulfate overnight. Starting materials: C1(=CC=CC=C1)\C(=C/CCCCCO)\C=1C=NC=CC1 ((E)-7-phenyl-7-(3-pyridyl)-6-hepten-1-ol), C1(=CC=CC=C1)N=C=S (phenyl isothiocyanate). The solvent is C(C)N(CC)CC (triethylamine). Product: C1(=CC=CC=C1)NC(=S)OCCCCC\C=C(\C=1C=NC=CC1)/C1=CC=CC=C1 (1-phenylaminothiocarbonyloxy-(E)-7-phenyl-7-(3-pyridyl)-6-heptene). Reaction SMILES: [C:1]1(/[C:7](/[C:15]2[CH:16]=[N:17][CH:18]=[CH:19][CH:20]=2)=[CH:8]\[CH2:9][CH2:10][CH2:11][CH2:12][CH2:13][OH:14])[CH:6]=[CH:5][CH:4]=[CH:3][CH:2]=1.[C:21]1([N:27]=[C:28]=[S:29])[CH:26]=[CH:25][CH:24]=[CH:23][CH:22]=1>C(N(CC)CC)C>[C:21]1([NH:27][C:28]([O:14][CH2:13][CH2:12][CH2:11][CH2:10][CH2:9]/[CH:8]=[C:7](\[C:1]2[CH:2]=[CH:3][CH:4]=[CH:5][CH:6]=2)/[C:15]2[CH:16]=[N:17][CH:18]=[CH:19][CH:20]=2)=[S:29])[CH:26]=[CH:25][CH:24]=[CH:23][CH:22]=1. Procedure: In the presence of triethylamine, (E)-7-phenyl-7-(3-pyridyl)-6-hepten-1-ol (2.0 g, 7.4 mmoles) was reacted with phenyl isothiocyanate (1.0 g, 7.5 mmoles) in the same manner as Example 9 to give 1-phenylaminothiocarbonyloxy-(E)-7-phenyl-7-(3-pyridyl)-6-heptene (Compound Id-28, 2.2 g) as crystals. The reactants are [OH-].[K+] (potassium hydroxide), Cl.C(C)OC(CC1=C2N(C3=CC=C(C=C13)OC)C(=NCC2)C2=CC=C(C=C2)Cl)=O (7-methoxy-1-(p-chlorophenyl)-3,4-dihydro-pyrimido[1,6-a]indole-5-acetic acid ethyl ester hydrochloride). Run in O (water), CO (methanol). Run at time 10 hour. Product: Cl.COC=1C=C2C(=C3N(C2=CC1)C(=NCC3)C3=CC=C(C=C3)Cl)CC(=O)O (7-methoxy-1-(p-chlorophenyl)-3,4-dihydro-pyrimido[1,6-a]indole-5-acetic acid hydrochloride). RXN SMILES: Cl.C([O:4][C:5](=[O:29])[CH2:6][C:7]1[C:15]2[C:10](=[CH:11][CH:12]=[C:13]([O:16][CH3:17])[CH:14]=2)[N:9]2[C:18]([C:22]3[CH:27]=[CH:26][C:25]([Cl:28])=[CH:24][CH:23]=3)=[N:19][CH2:20][CH2:21][C:8]=12)C.[OH-].[K+]>O.CO>[ClH:28].[CH3:17][O:16][C:13]1[CH:14]=[C:15]2[C:10](=[CH:11][CH:12]=1)[N:9]1[C:18]([C:22]3[CH:23]=[CH:24][C:25]([Cl:28])=[CH:26][CH:27]=3)=[N:19][CH2:20][CH2:21][C:8]1=[C:7]2[CH2:6][C:5]([OH:29])=[O:4] |f:0.1,2.3,6.7|. Procedure: 117.2 g (0.27 mol) of 7-methoxy-1-(p-chlorophenyl)-3,4-dihydro-pyrimido[1,6-a]indole-5-acetic acid ethyl ester hydrochloride are introduced, while stirring, into a solution of 550 g of potassium hydroxide in 200 ml of water and 1500 ml of methanol. The mixture is stirred for 10 hours at room temperature, the methanol is distilled off in vacuo, the residue is dissolved in 1500 ml of ice-water, and 700 ml of concentrated hydrochloric acid are added to the solution while cooling with ice. The separ... Reactants: NCC(=O)N1C2=C(N(C([C@@H]3[C@H]1CCC3)=O)CC3=CC=CC=C3)C=CC=C2 ((3aR*,l0aS*)-4-(aminoacetyl)-9-benzyl-2,3,3a,4,9,10a-hexahydrobenzo[b]cyclopenta [e][1,4]diazepin-10(1H)-one), C1=2C(=O)OC(NC1=CC=CC2)=O (isatoic anhydride), CCCCCC (hexane). Run in C=1(C(=CC=CC1)C)C (xylene). The product is NC1=C(C(=O)NCC(=O)N2C3=C(N(C([C@@H]4[C@H]2CCC4)=O)CC4=CC=CC=C4)C=CC=C3)C=CC=C1 ((3aR*,10aS*)-4-((2-aminobenzamido)acetyl)-9-benzyl-2,3,3a,4,9,10a-hexahydrobenzo[b]cyclopenta[e][1,4]diazepin-10(1H)-one). Isolated yield 61.4%. As a reaction SMILES: [NH2:1][CH2:2][C:3]([N:5]1[C@@H:11]2[CH2:12][CH2:13][CH2:14][C@@H:10]2[C:9](=[O:15])[N:8]([CH2:16][C:17]2[CH:22]=[CH:21][CH:20]=[CH:19][CH:18]=2)[C:7]2[CH:23]=[CH:24][CH:25]=[CH:26][C:6]1=2)=[O:4].[C:27]12[C:33](=[CH:34][CH:35]=[CH:36][CH:37]=1)[NH:32]C(=O)O[C:28]2=[O:29].CCCCCC>C1(C)C(C)=CC=CC=1>[NH2:32][C:33]1[CH:34]=[CH:35][CH:36]=[CH:37][C:27]=1[C:28]([NH:1][CH2:2][C:3]([N:5]1[C@@H:11]2[CH2:12][CH2:13][CH2:14][C@@H:10]2[C:9](=[O:15])[N:8]([CH2:16][C:17]2[CH:18]=[CH:19][CH:20]=[CH:21][CH:22]=2)[C:7]2[CH:23]=[CH:24][CH:25]=[CH:26][C:6]1=2)=[O:4])=[O:29]. Procedure details: A mixture of (3aR*,l0aS*)-4-(aminoacetyl)-9-benzyl-2,3,3a,4,9,10a-hexahydrobenzo[b]cyclopenta [e][1,4]diazepin-10(1H)-one (420 mg, 1.2 mmol) and isatoic anhydride (196 mg, 1.2 mmol) was stirred for 30 minutes in xylene at 140° C. The reaction mixture was left standing for cooling at room temperature, to which was added hexane (5 mL). The resulting solid was collected by filtration, which was recrystallized from ethanol-hexane to give 345 mg (yield 58%) of the titled compound. This compound was i... The reactants are O=[Si]=O (CAB-O-SIL), paraffin, CCCCCCCCC=CCCCCCCCC(=O)OCCO (Polyethylene glycol monooleate). Run in CCCCCCCCCCCC (dodecane), CCCCCCCCCCCC (dodecane). Yields the product CCCCCCCCCCCCCCCC (hexadecane). As a reaction SMILES: O=[Si]=O.[CH3:4][CH2:5][CH2:6][CH2:7][CH2:8][CH2:9][CH2:10][CH2:11][CH:12]=[CH:13][CH2:14][CH2:15][CH2:16][CH2:17][CH2:18][CH2:19]CC(OCCO)=O>CCCCCCCCCCCC>[CH3:19][CH2:18][CH2:17][CH2:16][CH2:15][CH2:14][CH2:13][CH2:12][CH2:11][CH2:10][CH2:9][CH2:8][CH2:7][CH2:6][CH2:5][CH3:4]. Procedure details: Results of the gel formation studies are summarized in Table VI. Addition of 1 g CAB-O-SIL® N70-TS to a reheated mixture of 20 wt % paraffin in dodecane did not aid gel formation. Polyethylene glycol monooleate and Zonyl® FSC fluorosurfactant were not miscible with the mixture. Preliminary observations indicated that after reheating a mixture of dodecane and 15 wt % N-14 Epolene® wax to solution point, the gel did not reappear upon cooling. Also, when the gel formed by 15 wt % N-14 wax in 80/20 ... The reactants are COC[C@H]1C[C@H](N(C1)C(=O)OC(C)(C)C)C(=O)OC ((2S,4S)-1-tert-butyl 2-methyl 4-(methoxymethyl)pyrrolidine-1,2-dicarboxylate), [OH-].[Li+] (lithium hydroxide), O (water). The solvent is C1CCOC1 (THF), CO (methanol). Product: C(C)(C)(C)OC(=O)N1[C@@H](C[C@@H](C1)COC)C(=O)O ((2S,4S)-1-(tert-butoxycarbonyl)-4-(methoxymethyl)pyrrolidine-2-carboxylic acid). Yield: 98.0%. As a reaction SMILES: [CH3:1][O:2][CH2:3][C@@H:4]1[CH2:8][N:7]([C:9]([O:11][C:12]([CH3:15])([CH3:14])[CH3:13])=[O:10])[C@H:6]([C:16]([O:18]C)=[O:17])[CH2:5]1.[OH-].[Li+].O>C1COCC1.CO>[C:12]([O:11][C:9]([N:7]1[CH2:8][C@@H:4]([CH2:3][O:2][CH3:1])[CH2:5][C@H:6]1[C:16]([OH:18])=[O:17])=[O:10])([CH3:15])([CH3:13])[CH3:14] |f:1.2|. Reported procedure: A solution of (2S,4S)-1-tert-butyl 2-methyl 4-(methoxymethyl)pyrrolidine-1,2-dicarboxylate (18 g, 66.91 mmol) and lithium hydroxide (3.37 g, 80.3 mmol) in THF (50 mL), methanol (50 mL), and water (50 mL) was stirred at RT for 2 h. The reaction mixture was adjusted to ph 6 and extracted with 10:1 DCM:methanol. The organic phase was dried over sodium sulfate and concentrated to provide the title intermediate (17 g, 84% yield) as a colorless oil). 1H NMR (400 MHz, CDCl3): δ(ppm) 1.398-1.451 (d, 9H,...